This data is from the Open Reaction Database (ORD), a public repository of structured organic reaction records. The task is: describe an organic reaction: reactants, conditions, products, and yield Starting materials: C1(CCCCC1)C(C(=O)O)C (2-Cyclohexylpropionic acid), C=C(C)C (isobutene). Product: C1(CCCCC1)C(C(=O)OC(C)(C)C)C (tert-butyl 2-cyclohexylpropionate). RXN SMILES: [CH:1]1([CH:7]([CH3:11])[C:8]([OH:10])=[O:9])[CH2:6][CH2:5][CH2:4][CH2:3][CH2:2]1.[CH2:12]=[C:13]([CH3:15])[CH3:14]>>[CH:1]1([CH:7]([CH3:11])[C:8]([O:10][C:13]([CH3:15])([CH3:14])[CH3:12])=[O:9])[CH2:6][CH2:5][CH2:4][CH2:3][CH2:2]1. Reported procedure: 2-Cyclohexylpropionic acid is reacted with isobutene in the presence of an acid catalyst according to the following reaction scheme to obtain tert-butyl 2-cyclohexylpropionate. ##STR7## Starting materials: Cl (HCl), BrCCCC1=CC=CC=C1 (1-bromo-3-phenylpropane), C(=O)([O-])[O-].[K+].[K+] (K2CO3), C1(=CC=CC=C1)C(=O)C1CCNCC1 (phenyl (4-piperidinyl)methanone). Run in C1(=CC=CC=C1)C (toluene), CO.CCOC(=O)C (CH3OH EtOAc), C1(=CC=CC=C1)C.CCOC(=O)C (toluene EtOAc). The product is Cl.C1(=CC=CC=C1)C(=O)C1CCN(CC1)CCCC1=CC=CC=C1 (phenyl[1-(3-phenylpropyl)-4-piperidinyl)-methanone hydrochloride). RXN SMILES: [C:1]1([C:7]([CH:9]2[CH2:14][CH2:13][NH:12][CH2:11][CH2:10]2)=[O:8])[CH:6]=[CH:5][CH:4]=[CH:3][CH:2]=1.Br[CH2:16][CH2:17][CH2:18][C:19]1[CH:24]=[CH:23][CH:22]=[CH:21][CH:20]=1.C([O-])([O-])=O.[K+].[K+].[ClH:31]>C1(C)C=CC=CC=1.C1(C)C=CC=CC=1.CCOC(C)=O.CO.CCOC(C)=O>[ClH:31].[C:1]1([C:7]([CH:9]2[CH2:14][CH2:13][N:12]([CH2:16][CH2:17][CH2:18][C:19]3[CH:24]=[CH:23][CH:22]=[CH:21][CH:20]=3)[CH2:11][CH2:10]2)=[O:8])[CH:2]=[CH:3][CH:4]=[CH:5][CH:6]=1 |f:2.3.4,7.8,9.10,11.12|. Procedure details: A solution of phenyl (4-piperidinyl)methanone (18.1 g, 0.096 mol) was dissolved in toluene (200 ml) containing 1-bromo-3-phenylpropane (21.9 g, 0.11 mol, 16.7 ml), K2CO3 (30.4 g, 0.22 mol) and KI (0.2 g ) and was refluxed for 64 h. The reaction mixture was filtered and concentrated to give a light yellow oil. This material was dissolved in toluene/EtOAc (1:1) and treated with HCl (0.096 mol) dissolved in CH3OH/EtOAc (2:5, 35 ml) to give a precipitate which was filtered off and recrystallized twi... The reactants are CC=1N(C=2C(=C3C=CC=NC3=CC2)N1)C (2,3-dimethyl-3H-imidazo[4,5-f]quinoline). The reagents and catalysts are [Pt](=O)=O (platinum(IV) oxide). The solvent is Cl (HCl), C(C)O (ethanol). Run at time 24 hour. Product: CC=1N(C=2C(=C3CCCNC3=CC2)N1)C (2,3-Dimethyl-6,7,8,9-tetrahydro-3H-imidazo[4,5-f]quinoline). Reaction SMILES: [CH3:1][C:2]1[N:3]([CH3:15])[C:4]2[C:5]([N:14]=1)=[C:6]1[C:11](=[CH:12][CH:13]=2)[N:10]=[CH:9][CH:8]=[CH:7]1>Cl.C(O)C.[Pt](=O)=O>[CH3:1][C:2]1[N:3]([CH3:15])[C:4]2[C:5]([N:14]=1)=[C:6]1[C:11](=[CH:12][CH:13]=2)[NH:10][CH2:9][CH2:8][CH2:7]1. Procedure: A mixture of 2,3-dimethyl-3H-imidazo[4,5-f]quinoline (0.40 g, 2.03 mmol) and platinum(IV) oxide (24 mg, 0.11 mmol) in HCl (6 N, 2 mL) and ethanol (10 mL) was stirred at room temperature under H2 for 24 h. Then ethanol was removed under reduced pressure and the residue was dissolved in EtOAc (20 mL) and sat. NaHCO3 (3 mL), filtered through Celite, washed with EtOAc (10 mL×3), and separated. The water layer was then extracted with EtOAc (10 mL×3). The combined organic layers were dried with Na2SO4...